This data is from the Open Reaction Database (ORD), a public repository of structured organic reaction records. The task is: describe an organic reaction: reactants, conditions, products, and yield Starting materials: Clc1cc(Cl)ncn1, CN(C)C=O, O, OCC(F)(F)F. Product: FC(F)(F)COc1cc(Cl)ncn1. Reaction SMILES: [Cl:1][c:2]1[n:3][cH:4][n:5][c:6]([Cl:8])[cH:7]1.[O:16]=[CH:17][N:18]([CH3:19])[CH3:20].[OH2:15].[OH:9][CH2:10][C:11]([F:12])([F:13])[F:14]>>[Cl:1][c:2]1[n:3][cH:4][n:5][c:6]([O:9][CH2:10][C:11]([F:12])([F:13])[F:14])[cH:7]1. Starting materials: Cc1ncccc1Br, NN=C(c1ccccc1)c1ccccc1, CC(C)(C)[O-], Cc1ccccc1, [Na+], CC1(C)c2cccc(P(c3ccccc3)c3ccccc3)c2Oc2c(P(c3ccccc3)c3ccccc3)cccc21. Product: Cc1ncccc1NN=C(c1ccccc1)c1ccccc1. Reaction SMILES: [Br:1][c:2]1[c:3]([CH3:8])[n:4][cH:5][cH:6][cH:7]1.[C:9]([c:10]1[cH:11][cH:12][cH:13][cH:14][cH:15]1)([c:16]1[cH:17][cH:18][cH:19][cH:20][cH:21]1)=[N:22][NH2:23].[CH3:66][C:67]([CH3:68])([O-:69])[CH3:70].[CH3:72][c:73]1[cH:74][cH:75][cH:76][cH:77][cH:78]1.[Na+:71].[c:24]1([P:25]([c:26]2[cH:27][cH:28][cH:29][cH:30][cH:31]2)[c:32]2[c:33]3[c:57]([cH:58][cH:59][cH:60]2)[C:54]([CH3:55])([CH3:56])[c:36]2[c:35]([c:40]([P:41]([c:42]4[cH:43][cH:44][cH:45][cH:46][cH:47]4)[c:48]4[cH:49][cH:50][cH:51][cH:52][cH:53]4)[cH:39][cH:38][cH:37]2)[O:34]3)[cH:61][cH:62][cH:63][cH:64][cH:65]1>>[c:2]1([NH:23][N:22]=[C:9]([c:10]2[cH:11][cH:12][cH:13][cH:14][cH:15]2)[c:16]2[cH:17][cH:18][cH:19][cH:20][cH:21]2)[c:3]([CH3:8])[n:4][cH:5][cH:6][cH:7]1. Reactants: ice water, C(C1=CC=CC=C1)OC(=O)N1[C@@H](CCC1)COS(=O)(=O)C1=CC=C(C=C1)C ((2S)-2-(4-methylphenylsulfonyloxymethyl)pyrrolidine-1-carboxylic acid benzyl ester), COC1=C(CN)C=CC=C1 (2-methoxybenzylamine), C(C)(C)N(C(C)C)CC (N,N-diisopropylethylamine). Run in CN1C(N(CC1)C)=O (1,3-dimethyl-2-imidazolidinone). Run at temperature 93 celsius, time 7 hour. The product is C(C1=CC=CC=C1)OC(=O)N1[C@@H](CCC1)CNCC1=C(C=CC=C1)OC ((2S)-2-[(2-methoxybenzylamino)methyl]pyrrolidine-1-carboxylic acid benzyl ester). Reaction SMILES: [CH2:1]([O:8][C:9]([N:11]1[CH2:15][CH2:14][CH2:13][C@H:12]1[CH2:16]OS(C1C=CC(C)=CC=1)(=O)=O)=[O:10])[C:2]1[CH:7]=[CH:6][CH:5]=[CH:4][CH:3]=1.[CH3:28][O:29][C:30]1[CH:37]=[CH:36][CH:35]=[CH:34][C:31]=1[CH2:32][NH2:33].C(N(CC)C(C)C)(C)C>CN1CCN(C)C1=O>[CH2:1]([O:8][C:9]([N:11]1[CH2:15][CH2:14][CH2:13][C@H:12]1[CH2:16][NH:33][CH2:32][C:31]1[CH:34]=[CH:35][CH:36]=[CH:37][C:30]=1[O:29][CH3:28])=[O:10])[C:2]1[CH:3]=[CH:4][CH:5]=[CH:6][CH:7]=1. Procedure details: A mixture of (2S)-2-(4-methylphenylsulfonyloxymethyl)pyrrolidine-1-carboxylic acid benzyl ester (26.2 g), 2-methoxybenzylamine (44 ml) and N,N-diisopropylethylamine (17.6 ml) in 1,3-dimethyl-2-imidazolidinone (393 ml) was stirred at 93° C. for 7 hours. The mixture was poured into ice-water and extracted with ethyl acetate. The extract was washed with brine, dried over magnesium sulfate and evaporated under reduced pressure. The residue was purified by column chromatography on silica gel using a ... The reactants are C(C)(=O)OCC (Ethyl acetate), BrC1=C(SC2=NC(=CC(=C21)NS(=O)(=O)C2=CC(=CC=C2)Cl)C)C (N-(3-bromo-2,6-dimethylthieno[2,3-b]pyridin-4-yl)-3-chlorobenzenesulfonamide), COC1=NC(=CC=C1)B1OC(C(O1)(C)C)(C)C (2-(Methyloxy)-6-(4,4,5,5-tetramethyl-1,3,2-dioxaborolan-2-yl)pyridine), C([O-])([O-])=O.[K+].[K+] (potassium carbonate). Reagents/catalysts: C=1C=CC(=CC1)[P](C=2C=CC=CC2)(C=3C=CC=CC3)[Pd]([P](C=4C=CC=CC4)(C=5C=CC=CC5)C=6C=CC=CC6)([P](C=7C=CC=CC7)(C=8C=CC=CC8)C=9C=CC=CC9)[P](C=1C=CC=CC1)(C=1C=CC=CC1)C=1C=CC=CC1 (tetrakis(triphenylphosphine)palladium(0)). Run in O1CCOCC1 (1,4-dioxane), O (water). Conditions: temperature 120 celsius. The product is ClC=1C=C(C=CC1)S(=O)(=O)NC1=C2C(=NC(=C1)C)SC(=C2C2=NC(=CC=C2)OC)C (3-Chloro-N-{2,6-dimethyl-3-[6-(methyloxy)-2-pyridinyl]thieno[2,3-b]pyridin-4-yl}benzenesulfonamide). The yield is 12.8%. RXN SMILES: Br[C:2]1[C:10]2[C:5](=[N:6][C:7]([CH3:22])=[CH:8][C:9]=2[NH:11][S:12]([C:15]2[CH:20]=[CH:19][CH:18]=[C:17]([Cl:21])[CH:16]=2)(=[O:14])=[O:13])[S:4][C:3]=1[CH3:23].[CH3:24][O:25][C:26]1[CH:31]=[CH:30][CH:29]=[C:28](B2OC(C)(C)C(C)(C)O2)[N:27]=1.C(=O)([O-])[O-].[K+].[K+].C(OCC)(=O)C>O1CCOCC1.O.C1C=CC([P]([Pd]([P](C2C=CC=CC=2)(C2C=CC=CC=2)C2C=CC=CC=2)([P](C2C=CC=CC=2)(C2C=CC=CC=2)C2C=CC=CC=2)[P](C2C=CC=CC=2)(C2C=CC=CC=2)C2C=CC=CC=2)(C2C=CC=CC=2)C2C=CC=CC=2)=CC=1>[Cl:21][C:17]1[CH:16]=[C:15]([S:12]([NH:11][C:9]2[CH:8]=[C:7]([CH3:22])[N:6]=[C:5]3[S:4][C:3]([CH3:23])=[C:2]([C:28]4[CH:29]=[CH:30][CH:31]=[C:26]([O:25][CH3:24])[N:27]=4)[C:10]=23)(=[O:14])=[O:13])[CH:20]=[CH:19][CH:18]=1 |f:2.3.4,^1:63,65,84,103|. Procedure: Under nitrogen, N-(3-bromo-2,6-dimethylthieno[2,3-b]pyridin-4-yl)-3-chlorobenzenesulfonamide (Example 61) (65 mg, 0.151 mmol) was dissolved in 1,4-dioxane (1.5 mL) and water (0.7 mL). 2-(Methyloxy)-6-(4,4,5,5-tetramethyl-1,3,2-dioxaborolan-2-yl)pyridine (53.1 mg, 0.226 mmol), tetrakis(triphenylphosphine)palladium(0) (17.40 mg, 0.015 mmol) and potassium carbonate (62.4 mg, 0.452 mmol) were then added and the mixture heated in a microwave at 120° C. for 15 min (×2). Ethyl acetate (10 mL) was added... Starting materials: OCCO, CC1(C)CNCCO1, CC(=O)C1CCC2C3CCC4CC5OC5CC4(C)C3CCC12C, O. Yields the product CC(=O)C1CCC2C3CCC4CC(O)C(N5CCOC(C)(C)C5)CC4(C)C3CCC12C. As a reaction SMILES: [CH2:33]([OH:34])[CH2:35][OH:36].[CH3:1][C:2]1([CH3:8])[O:3][CH2:4][CH2:5][NH:6][CH2:7]1.[O:9]1[CH:10]2[CH:11]1[CH2:12][CH:13]1[CH2:14][CH2:15][CH:16]3[CH:17]4[CH2:18][CH2:19][CH:20]([C:21]([CH3:22])=[O:23])[C:24]4([CH3:31])[CH2:25][CH2:26][CH:27]3[C:28]1([CH3:30])[CH2:29]2.[OH2:32]>>[CH3:1][C:2]1([CH3:8])[O:3][CH2:4][CH2:5][N:6]([CH:10]2[CH:11]([OH:9])[CH2:12][CH:13]3[CH2:14][CH2:15][CH:16]4[CH:17]5[CH2:18][CH2:19][CH:20]([C:21]([CH3:22])=[O:23])[C:24]5([CH3:31])[CH2:25][CH2:26][CH:27]4[C:28]3([CH3:30])[CH2:29]2)[CH2:7]1. Reactants: CN(C)CCBr, C1CCOC1, CC(C)[N-]C(C)C, [Li+], CCOC(=O)C1CCN(C(=O)OC(C)(C)C)CC1. The product is CCOC(=O)C1(CCN(C)C)CCN(C(=O)OC(C)(C)C)CC1. RXN SMILES: [Br:27][CH2:28][CH2:29][N:30]([CH3:31])[CH3:32].[CH2:33]1[O:34][CH2:35][CH2:36][CH2:37]1.[CH3:20][CH:21]([N-:22][CH:23]([CH3:24])[CH3:25])[CH3:26].[Li+:19].[N:1]1([C:12](=[O:13])[O:14][C:15]([CH3:16])([CH3:17])[CH3:18])[CH2:2][CH2:3][CH:4]([C:7](=[O:8])[O:9][CH2:10][CH3:11])[CH2:5][CH2:6]1>>[N:1]1([C:12](=[O:13])[O:14][C:15]([CH3:16])([CH3:17])[CH3:18])[CH2:2][CH2:3][C:4]([C:7](=[O:8])[O:9][CH2:10][CH3:11])([CH2:28][CH2:29][N:30]([CH3:31])[CH3:32])[CH2:5][CH2:6]1.